This data is from the Open Reaction Database (ORD), a public repository of structured organic reaction records. The task is: describe an organic reaction: reactants, conditions, products, and yield Starting materials: O1CCN(CC1)C(=O)CN1CCN(CC1)CC1=C(C(=CC(=C1)Br)Br)N (N1 -(morpholinocarbonylmethyl)-N4 -(2-amino-3,5-dibromobenzyl)piperazine), C(C1=CC=CC=C1)(=O)Cl (benzoylchloride), C(C)(C)OC(C)C (isopropyl ether), Cl (hydrochloric acid). Run in N1=CC=CC=C1 (pyridine). Reaction conditions: time 8 hour. The product is Cl.O1CCN(CC1)C(=O)CN1CCN(CC1)CC1=C(C(=CC(=C1)Br)Br)NC(C1=CC=CC=C1)=O (N1 -morpholinocarbonylmethyl-N4 -(2-monobenzoylamino-3,5-dibromobenzyl)piperazine hydrochloride). RXN SMILES: [O:1]1[CH2:6][CH2:5][N:4]([C:7]([CH2:9][N:10]2[CH2:15][CH2:14][N:13]([CH2:16][C:17]3[CH:22]=[C:21]([Br:23])[CH:20]=[C:19]([Br:24])[C:18]=3[NH2:25])[CH2:12][CH2:11]2)=[O:8])[CH2:3][CH2:2]1.[C:26]([Cl:34])(=[O:33])[C:27]1[CH:32]=[CH:31][CH:30]=[CH:29][CH:28]=1.Cl.C(OC(C)C)(C)C>N1C=CC=CC=1>[ClH:34].[O:1]1[CH2:6][CH2:5][N:4]([C:7]([CH2:9][N:10]2[CH2:15][CH2:14][N:13]([CH2:16][C:17]3[CH:22]=[C:21]([Br:23])[CH:20]=[C:19]([Br:24])[C:18]=3[NH:25][C:26](=[O:33])[C:27]3[CH:32]=[CH:31][CH:30]=[CH:29][CH:28]=3)[CH2:12][CH2:11]2)=[O:8])[CH2:3][CH2:2]1 |f:5.6|. Procedure details: To a solution of 0.423 part of N1 -(morpholinocarbonylmethyl)-N4 -(2-amino-3,5-dibromobenzyl)piperazine in 4 volume parts of pyridine is added 0.25 part of benzoylchloride, and the mixture is kept standing overnight at room temperature. The solvent is distilled off, and residue is chromatographed over alumina. Ethyl acetate eluates give oily substance. The resultant oily substance is treated with ethanolic hydrochloric acid, and to the resultant is added isopropyl ether to give N1 -morpholinocar... Starting materials: ClC1=NC(=CC(=N1)Cl)C (2,4-dichloro-6-methylpyrimidine), N1CCOCC1 (morpholine), O.NN (hydrazine monohydrate). Run in CO (MeOH). Run at time 30 minute. The product is N(N)C1=NC(=CC(=N1)N1CCOCC1)C (2-Hydrazino-4-morpholino-6-methylpyrimidine). Yield: 59.3%. As a reaction SMILES: Cl[C:2]1[N:7]=[C:6](Cl)[CH:5]=[C:4]([CH3:9])[N:3]=1.[NH:10]1[CH2:15][CH2:14][O:13][CH2:12][CH2:11]1.O.[NH2:17][NH2:18]>CO>[NH:17]([C:2]1[N:7]=[C:6]([N:10]2[CH2:15][CH2:14][O:13][CH2:12][CH2:11]2)[CH:5]=[C:4]([CH3:9])[N:3]=1)[NH2:18] |f:2.3|. Procedure: To a solution of 2,4-dichloro-6-methylpyrimidine (0.41 g, 2.50 mmol) in MeOH (5 mL) was added morpholine (0.5 mL, 5.73 mmol). The solution was stirred for 30 min at room temperature, and then hydrazine monohydrate (1.0 mL, 20.6 mmol) was added. The solution was then heated at 60° C. and stirred for 16 h. The solution was then cooled to room temperature and purified by reverse phase HPLC to afford 0.31 g of the title compound (59%) as a waxy white solid. MH+210.